From a dataset of the Open Reaction Database (ORD), a public repository of structured organic reaction records. describe an organic reaction: reactants, conditions, products, and yield Starting materials: C(C1=CC=CC=C1)OC(CCCCCCCCCCCCC(=O)O)=O (1,14-tetradecanedioic acid monobenzyl ester), ON1C(C(CC1=O)S(=O)(=O)O)=O.[Na] (sodium N-hydroxysulfosuccinimide), C1CCC(CC1)N=C=NC2CCCCC2 (DCC). Solvent: CN(C=O)C (dimethyl formamide), CN(C=O)C (dimethylformamide). Reaction conditions: time 2 hour. Yields the product [Na].C(C1=CC=CC=C1)OC(=O)CCCCCCCCCCCCC(=O)ON1C(C(CC1=O)S(=O)(=O)O)=O (N-(13-benzyloxycarbonyltridecanoyloxy)sulfosuccinimide sodium salt). Isolated yield 41.5%. RXN SMILES: [CH2:1]([O:8][C:9](=[O:25])[CH2:10][CH2:11][CH2:12][CH2:13][CH2:14][CH2:15][CH2:16][CH2:17][CH2:18][CH2:19][CH2:20][CH2:21][C:22]([OH:24])=[O:23])[C:2]1[CH:7]=[CH:6][CH:5]=[CH:4][CH:3]=1.O[N:27]1[C:31](=[O:32])[CH2:30][CH:29]([S:33]([OH:36])(=[O:35])=[O:34])[C:28]1=[O:37].[Na:38].C1CCC(N=C=NC2CCCCC2)CC1>CN(C)C=O>[Na:38].[CH2:1]([O:8][C:9]([CH2:10][CH2:11][CH2:12][CH2:13][CH2:14][CH2:15][CH2:16][CH2:17][CH2:18][CH2:19][CH2:20][CH2:21][C:22]([O:24][N:27]1[C:31](=[O:32])[CH2:30][CH:29]([S:33]([OH:36])(=[O:35])=[O:34])[C:28]1=[O:37])=[O:23])=[O:25])[C:2]1[CH:7]=[CH:6][CH:5]=[CH:4][CH:3]=1 |f:1.2,5.6,^1:37,58|. Procedure details: In 0.4 ml of anhydrous dimethyl formamide was dissolved 1,14-tetradecanedioic acid monobenzyl ester (100 mg, 0.29 mmole). To the obtained solution were added sodium N-hydroxysulfosuccinimide (63 mg, 0.29 mmole) and a solution of DCC (65 mg, 0.29 mmole) in 0.4 ml of anhydrous dimethylformamide and the resulting mixture was stirred for 14 hours at a room temperature. The reaction mixture was filtered and the filtrate was stirred for 2 hours at a temperature under ice cooling. The solid that formed...